This data is from the Open Reaction Database (ORD), a public repository of structured organic reaction records. The task is: describe an organic reaction: reactants, conditions, products, and yield Starting materials: C([O-])(O)=O.[Na+] (sodium bicarbonate), ClC=1C=CC2=C(N(C(C3=C(N=CC=C23)NC(O)=O)=O)C)C1 ((8-chloro-6-methyl-5-oxo-5,6-dihydrobenzo[c][2,7]naphthyridin-4-yl)carbamic acid), Cl (HCl), C(=O)(C(F)(F)F)O (TFA). Solvent: CO (MeOH). Product: C(=O)(C(F)(F)F)O (TFA), NC=1N=CC=C2C3=C(N(C(C12)=O)C)C=C(C=C3)Cl (4-amino-8-chloro-6-methylbenzo[c][2,7]naphthyridin-5(6H)-one). Yield: 27.0%. Reaction SMILES: [Cl:1][C:2]1[CH:3]=[CH:4][C:5]2[C:14]3[C:9](=[C:10]([NH:15]C(=O)O)[N:11]=[CH:12][CH:13]=3)[C:8](=[O:19])[N:7]([CH3:20])[C:6]=2[CH:21]=1.Cl.C(=O)(O)[O-].[Na+].[C:28]([OH:34])([C:30]([F:33])([F:32])[F:31])=[O:29]>CO>[C:28]([OH:34])([C:30]([F:33])([F:32])[F:31])=[O:29].[NH2:15][C:10]1[N:11]=[CH:12][CH:13]=[C:14]2[C:9]=1[C:8](=[O:19])[N:7]([CH3:20])[C:6]1[CH:21]=[C:2]([Cl:1])[CH:3]=[CH:4][C:5]2=1 |f:2.3|. Procedure details: A solution of (8-chloro-6-methyl-5-oxo-5,6-dihydrobenzo[c][2,7]naphthyridin-4-yl)carbamic acid (300 mg, 0.415 mmol) in conc. HCl (15 mL, 494 mmol) was heated at 90° C. for 2 h. The pH of the reaction mixture was adjusted to 8 with saturated sodium bicarbonate solution and extracted with DCM (2×30 mL). The combined organic layers were washed with brine (30 mL), dried over sodium sulfate, and concentrated under reduced pressure. The residue was purified by prep. HPLC (0.1% TFA in MeOH) to yield 4-... The reactants are C1([N+](=O)[O-])=CC([N+](=O)[O-])=CC([N+](=O)[O-])=C1O (Picric acid), NN1C=NN=C1 (4-amino-1,2,4-triazole), aqueous solution, O (water), C[O-].[Na+] (sodium methoxide), CO (methanol), [OH-].[Na+] (sodium hydroxide). Run in CS(=O)C (DMSO), C1(=CC=CC=C1)C (toluene). The product is [N+](=O)([O-])C1=C(C(=C(C(=C1O)[N+](=O)[O-])O)[N+](=O)[O-])O (trinitrophloroglucinol). RXN SMILES: [C:1]1([C:15]([OH:16])=[C:11]([N+:12]([O-:14])=[O:13])[CH:10]=[C:6]([N+:7]([O-:9])=[O:8])[CH:5]=1)[N+:2]([O-:4])=[O:3].NN1C=NN=C1.C[O-].[Na+].CO.[OH-:28].[Na+].[OH2:30]>CS(C)=O.C1(C)C=CC=CC=1>[N+:12]([C:11]1[C:10]([OH:28])=[C:6]([N+:7]([O-:9])=[O:8])[C:5]([OH:30])=[C:1]([N+:2]([O-:4])=[O:3])[C:15]=1[OH:16])([O-:14])=[O:13] |f:2.3,5.6|. Procedure details: Picric acid (0.27 g, 1.20 mmol) and 4-amino-1,2,4-triazole (0.504 g, 6.00 mmol) are dissolved in a mixture of DMSO (3.6 ml) and toluene (4.8 ml) and treated with a 25 wt. % solution of sodium methoxide in methanol (3.00 ml, 13.1 mmol). The resulting suspension is stirred and heated from ambient temperature to 95° C. over a one hour period. The reaction suspension is cooled to ambient temperature prior to the addition of water (22.5 mL) and a 50% aqueous solution of sodium hydroxide (1.95 ml, 37.... Reactants: C(C)(=O)N1CC2=C(CC1)C(=C(S2)CCCl)CC (6-acetyl-2-(2-chloroethyl)-3-ethyl-4,5,6,7-tetrahydrothieno[2,3-c]pyridine), Cl.CC1=CC2=C(OC=C2C2CCNCC2)C=C1 (4-(5-methylbenzo(b)furan-3-yl) piperidine hydrochloride), C([O-])([O-])=O.[K+].[K+] (potassium carbonate), [I-].[K+] (potassium iodide). The solvent is O (water), C1(=CC=CC=C1)C (toluene), CN(C=O)C (dimethylformamide). Run at temperature 70 celsius, time 7 hour. Yields the product Cl.C(C)(=O)N1CC2=C(CC1)C(=C(S2)CCN2CCC(CC2)C=2C1=C(OC2)C=CC(=C1)C)CC (6-acetyl-3-ethyl-2-(2-(4-(5-methylbenzo(b)-furan-3-yl)piperidin-1-yl)ethyl)-4,5,6,7-tetrahydrothieno[2,3-c]pyridine hydrochloride). Reaction SMILES: [C:1]([N:4]1[CH2:9][CH2:8][C:7]2[C:10]([CH2:16][CH3:17])=[C:11]([CH2:13][CH2:14][Cl:15])[S:12][C:6]=2[CH2:5]1)(=[O:3])[CH3:2].Cl.[CH3:19][C:20]1[CH:34]=[CH:33][C:23]2[O:24][CH:25]=[C:26]([CH:27]3[CH2:32][CH2:31][NH:30][CH2:29][CH2:28]3)[C:22]=2[CH:21]=1.C(=O)([O-])[O-].[K+].[K+].[I-].[K+]>O.C1(C)C=CC=CC=1.CN(C)C=O>[ClH:15].[C:1]([N:4]1[CH2:9][CH2:8][C:7]2[C:10]([CH2:16][CH3:17])=[C:11]([CH2:13][CH2:14][N:30]3[CH2:31][CH2:32][CH:27]([C:26]4[C:22]5[CH:21]=[C:20]([CH3:19])[CH:34]=[CH:33][C:23]=5[O:24][CH:25]=4)[CH2:28][CH2:29]3)[S:12][C:6]=2[CH2:5]1)(=[O:3])[CH3:2] |f:1.2,3.4.5,6.7,11.12|. Procedure: A mixture of 5.0 g of 6-acetyl-2-(2-chloroethyl)-3-ethyl-4,5,6,7-tetrahydrothieno[2,3-c]pyridine, 4.9 g of 4-(5-methylbenzo(b)furan-3-yl) piperidine hydrochloride, 2.5 g of potassium carbonate, 3.0 g of potassium iodide, 30 ml of dimethylformamide and 30 ml of toluene was stirred at 70° C. for 7 hours and then poured into water. The toluene layer was washed with water, dried over anhydrous magnesium sulfate and concentrated. The residue was purified by column chromatography on a silica gel and t...